From a dataset of the Open Reaction Database (ORD), a public repository of structured organic reaction records. describe an organic reaction: reactants, conditions, products, and yield The reactants are ClC1=C(C=C(C=C1)OC1=CC=C(C=C1)CN(C1=C(C(=CC=C1)[N+](=O)[O-])C)CC1=C(C=C(C=C1)F)F)O (2-chloro-5-(4-{[(2,4-difluorobenzyl)(2-methyl-3-nitrophenyl)amino]methyl}phenoxy)phenol), C(CO)(=O)OCC (ethyl glycolate). Yields the product ClC1=C(OCC(=O)OCC)C=C(C=C1)OC1=CC=C(C=C1)CN(C1=C(C(=CC=C1)[N+](=O)[O-])C)CC1=C(C=C(C=C1)F)F (ethyl [2-chloro-5-(4-{[(2,4-difluorobenzyl)(2-methyl-3-nitrophenyl)amino]methyl}phenoxy)phenoxy]acetate). As a reaction SMILES: [Cl:1][C:2]1[CH:7]=[CH:6][C:5]([O:8][C:9]2[CH:14]=[CH:13][C:12]([CH2:15][N:16]([CH2:27][C:28]3[CH:33]=[CH:32][C:31]([F:34])=[CH:30][C:29]=3[F:35])[C:17]3[CH:22]=[CH:21][CH:20]=[C:19]([N+:23]([O-:25])=[O:24])[C:18]=3[CH3:26])=[CH:11][CH:10]=2)=[CH:4][C:3]=1[OH:36].[C:37]([O:41][CH2:42][CH3:43])(=[O:40])[CH2:38]O>>[Cl:1][C:2]1[CH:7]=[CH:6][C:5]([O:8][C:9]2[CH:14]=[CH:13][C:12]([CH2:15][N:16]([CH2:27][C:28]3[CH:33]=[CH:32][C:31]([F:34])=[CH:30][C:29]=3[F:35])[C:17]3[CH:22]=[CH:21][CH:20]=[C:19]([N+:23]([O-:25])=[O:24])[C:18]=3[CH3:26])=[CH:11][CH:10]=2)=[CH:4][C:3]=1[O:36][CH2:38][C:37]([O:41][CH2:42][CH3:43])=[O:40]. Reported procedure: The product from Example 91F and ethyl glycolate were processed as described in Example 62A to provide the title compound. MS (ESI+) m/z 597 (M+H)+. Reactants: OC1=CC(N(C(=C1)C)CC1=NC=C(N=C1)C)=O (4-hydroxy-6-methyl-1-[(5-methylpyrazin-2-yl)methyl]pyridin-2(1H)-one), C1CC(=O)N(C1=O)Cl (NCS). Run in C(C)(=O)O (acetic acid). Reaction conditions: temperature 60 celsius, time 6 hour. The product is ClC=1C(N(C(=CC1O)C)CC1=NC=C(N=C1)C)=O (3-chloro-4-hydroxy-6-methyl-1-[(5-methylpyrazin-2-yl)methyl]pyridin-2(1H)-one). As a reaction SMILES: [OH:1][C:2]1[CH:7]=[C:6]([CH3:8])[N:5]([CH2:9][C:10]2[CH:15]=[N:14][C:13]([CH3:16])=[CH:12][N:11]=2)[C:4](=[O:17])[CH:3]=1.C1C(=O)N([Cl:25])C(=O)C1>C(O)(=O)C>[Cl:25][C:3]1[C:4](=[O:17])[N:5]([CH2:9][C:10]2[CH:15]=[N:14][C:13]([CH3:16])=[CH:12][N:11]=2)[C:6]([CH3:8])=[CH:7][C:2]=1[OH:1]. Reported procedure: To a solution of 4-hydroxy-6-methyl-1-[(5-methylpyrazin-2-yl)methyl]pyridin-2(1H)-one (1.00 g, 4.3 mmol) in glacial acetic acid (10 mL) was added NCS (0.79 g, 5.94 mmol). The reaction mixture stirred at 60° C. for 6 hours. The solvent was removed under reduced pressure and the resulting residue was triturated with ethyl acetate. The desired product was filtered and dried (0.80 g, 69%). 1H NMR (CD3OD, 400 MHz) δ 8.47 (s, 1H), 8.42 (s, 1H), 6.08 (s, 1H), 5.36 (s, 2H), 2.50 (s, 3H), 2.43 (s, 3H); E...